This data is from the Open Reaction Database (ORD), a public repository of structured organic reaction records. The task is: describe an organic reaction: reactants, conditions, products, and yield Starting materials: COCCOCCOCC(=O)O, CCOC(C)=O, CCN(C(C)C)C(C)C, O=C(O)C(F)(F)F, N#Cc1cc(Cl)cc(Oc2c(Cl)ccc(CNC(=O)c3cc4cc(N)ccc4[nH]3)c2F)c1, CN(C)C=O, O. Product: COCCOCCOCC(=O)Nc1ccc2[nH]c(C(=O)NCc3ccc(Cl)c(Oc4cc(Cl)cc(C#N)c4)c3F)cc2c1. RXN SMILES: [CH3:40][O:41][CH2:42][CH2:43][O:44][CH2:45][CH2:46][O:47][CH2:48][C:49](=[O:50])[OH:51].[CH3:66][CH2:67][O:68][C:69](=[O:70])[CH3:71].[CH:52]([N:53]([CH:54]([CH3:55])[CH3:56])[CH2:57][CH3:58])([CH3:59])[CH3:60].[F:1][C:2]([F:3])([F:4])[C:5]([OH:6])=[O:7].[NH2:8][c:9]1[cH:10][c:11]2[cH:12][c:13]([C:18](=[O:19])[NH:20][CH2:21][c:22]3[c:23]([F:39])[c:24]([O:29][c:30]4[cH:31][c:32]([Cl:38])[cH:33][c:34]([C:36]#[N:37])[cH:35]4)[c:25]([Cl:28])[cH:26][cH:27]3)[nH:14][c:15]2[cH:16][cH:17]1.[O:61]=[CH:62][N:63]([CH3:64])[CH3:65].[OH2:72]>>[NH:8]([c:9]1[cH:10][c:11]2[cH:12][c:13]([C:18](=[O:19])[NH:20][CH2:21][c:22]3[c:23]([F:39])[c:24]([O:29][c:30]4[cH:31][c:32]([Cl:38])[cH:33][c:34]([C:36]#[N:37])[cH:35]4)[c:25]([Cl:28])[cH:26][cH:27]3)[nH:14][c:15]2[cH:16][cH:17]1)[C:49]([CH2:48][O:47][CH2:46][CH2:45][O:44][CH2:43][CH2:42][O:41][CH3:40])=[O:50]. Starting materials: C1CCOC1, O=S(=O)(Nc1cc(N=C(c2ccccc2)c2ccccc2)cnc1Cl)N1CCOCC1, Cl. Yields the product Nc1cnc(Cl)c(NS(=O)(=O)N2CCOCC2)c1. Reaction SMILES: [CH2:33]1[O:34][CH2:35][CH2:36][CH2:37]1.[Cl:1][c:2]1[n:3][cH:4][c:5]([N:18]=[C:19]([c:20]2[cH:21][cH:22][cH:23][cH:24][cH:25]2)[c:26]2[cH:27][cH:28][cH:29][cH:30][cH:31]2)[cH:6][c:7]1[NH:8][S:9](=[O:10])(=[O:11])[N:12]1[CH2:13][CH2:14][O:15][CH2:16][CH2:17]1.[ClH:32]>>[Cl:1][c:2]1[n:3][cH:4][c:5]([NH2:18])[cH:6][c:7]1[NH:8][S:9](=[O:10])(=[O:11])[N:12]1[CH2:13][CH2:14][O:15][CH2:16][CH2:17]1. RXN SMILES: [CH3:31][OH:32].[CH:1](=[CH:2][CH2:3][CH2:4][CH2:5][CH2:6][CH2:7][CH3:8])[CH:9]1[CH:10]=[CH:11][C:12](=[O:24])[C:13]1=[CH:14][CH2:15][CH2:16][CH2:17][CH2:18][CH2:19][C:20](=[O:21])[O:22][CH3:23].[Cl-:29].[NH4+:30].[Na+:28].[OH-:27].[OH:25][OH:26]>>[CH:1](=[CH:2][CH2:3][CH2:4][CH2:5][CH2:6][CH2:7][CH3:8])[CH:9]1[C:10]2=[C:11]([C:12](=[O:24])[C:13]1=[CH:14][CH2:15][CH2:16][CH2:17][CH2:18][CH2:19][C:20](=[O:21])[O:22][CH3:23])[O:25]2. Reactants: CO, CCCCCCC=CC1C=CC(=O)C1=CCCCCCC(=O)OC, [Cl-], [NH4+], [Na+], [OH-], OO. Product: CCCCCCC=CC1C(=CCCCCCC(=O)OC)C(=O)C2=C1O2. Reactants: CCC(CC)(c1ccc(OCC(O)C(C)(C)C)c(C)c1)c1ccc(-c2cncc(CC(=O)OC)c2)c(C)c1, CO, [Cl-], [NH4+], [Na+], [OH-]. The product is CCC(CC)(c1ccc(OCC(O)C(C)(C)C)c(C)c1)c1ccc(-c2cncc(CC(=O)O)c2)c(C)c1. As a reaction SMILES: [CH3:3][O:4][C:5]([CH2:6][c:7]1[cH:8][n:9][cH:10][c:11](-[c:13]2[c:14]([CH3:39])[cH:15][c:16]([C:19]([CH2:20][CH3:21])([c:22]3[cH:23][c:24]([CH3:36])[c:25]([O:28][CH2:29][CH:30]([C:31]([CH3:32])([CH3:33])[CH3:34])[OH:35])[cH:26][cH:27]3)[CH2:37][CH3:38])[cH:17][cH:18]2)[cH:12]1)=[O:40].[CH3:43][OH:44].[Cl-:41].[NH4+:42].[Na+:2].[OH-:1]>>[O:4]=[C:5]([CH2:6][c:7]1[cH:8][n:9][cH:10][c:11](-[c:13]2[c:14]([CH3:39])[cH:15][c:16]([C:19]([CH2:20][CH3:21])([c:22]3[cH:23][c:24]([CH3:36])[c:25]([O:28][CH2:29][CH:30]([C:31]([CH3:32])([CH3:33])[CH3:34])[OH:35])[cH:26][cH:27]3)[CH2:37][CH3:38])[cH:17][cH:18]2)[cH:12]1)[OH:40]. The reactants are C1[C@H]2[C@H]([C@@H](O1)[C@@H]([C@@H](O2)O[C@H]3[C@H]([C@H](O[C@H]([C@@H]3O)O[C@@H]4[C@@H]5CO[C@H]4[C@@H]([C@@H](O5)O[C@H]6[C@H]([C@H](O[C@H]([C@@H]6O)O)CO)O)O)CO)O)O)O (neoagarotetraose), solution, enzyme solution, reaction mixture, O (water), agarose, [Cl-].[Na+] (sodium chloride), [Cl-].[Ca+2].[Cl-] (calcium chloride), [Cl-].[Na+] (sodium chloride). Run in C(C(CO)(CO)N)O.Cl (Tris-HCl), C(C(CO)(CO)N)O.Cl (Tris-HCl). Reaction conditions: time 1 minute. Yields the product C1[C@H]2[C@H]([C@@H](O1)[C@@H]([C@@H](O2)O)O)O[C@H]3[C@@H]([C@H]([C@H]([C@H](O3)CO)O)O[C@H]4[C@H]([C@H]5[C@@H]([C@@H](O4)CO5)O[C@H]6[C@@H]([C@H]([C@H]([C@H](O6)CO)O)O)O)O)O (agarotetraose). Reaction SMILES: [Cl-].[Na+].[Cl-].[Ca+2].[Cl-].[OH2:6].C1O[C@H]2[C@H](O)[C@H]([O:15][C@@H:16]3[C@@H:21]([OH:22])[C@H:20]([O:23][C@H:24]4[C@@H:28]5[C@H:29]([OH:44])[C@H:30]([O:32][C@@H]6[C@@H](O)[C@H](O)O[C@H](CO)[C@@H]6O)[O:31][C@H:25]4[CH2:26][O:27]5)[O:19][C@H:18]([CH2:45][OH:46])[C@@H:17]3[OH:47])O[C@@H]1[C@H]2O>C(O)C(N)(CO)CO.Cl>[CH2:26]1[O:6][C@H:28]2[C@H:29]([OH:44])[C@H:30]([OH:32])[O:31][C@@H:25]1[C@H:24]2[O:23][C@@H:20]1[O:19][C@H:18]([CH2:45][OH:46])[C@H:17]([OH:47])[C@H:16]([O:32][C@@H:30]2[O:31][C@H:25]3[CH2:26][O:27][C@H:28]([C@@H:24]3[O:23][C@@H:20]3[O:19][C@H:18]([CH2:45][OH:46])[C@H:17]([OH:47])[C@H:16]([OH:15])[C@H:21]3[OH:22])[C@@H:29]2[OH:44])[C@H:21]1[OH:22] |f:0.1,2.3.4,7.8|. Procedure: A solution containing agarose at a concentration of 0.2% (w/v) or 0.5% (w/v) in 20 mM Tris-HCl buffer (pH 7.2) containing 10 mM sodium chloride (in case of Agarase I) or 20 mM Tris-HCl buffer (pH 7.2) containing 10 mM calcium chloride and 10 mM sodium chloride (in case of Agarase II) was prepared. 180 μl of this solution as a substrate was mixed with 20 μl of an enzyme solution. The mixture was reacted at 50° C. for 5 to 30 minutes, preferably 10 minutes, and then heated in boiling water or at 7... Reactants: Cc1cc2oc(C)c(-c3ccc(Cl)cc3Cl)n2n1, O=C1CCC(=O)N1Br, CN(C)C=O. The product is Cc1nn2c(-c3ccc(Cl)cc3Cl)c(C)oc2c1Br. As a reaction SMILES: [Cl:1][c:2]1[c:3](-[c:9]2[n:10]3[c:11]([o:12][c:13]2[CH3:14])[cH:15][c:16]([CH3:18])[n:17]3)[cH:4][cH:5][c:6]([Cl:8])[cH:7]1.[O:19]=[C:20]1[N:21]([Br:26])[C:22](=[O:23])[CH2:24][CH2:25]1.[O:27]=[CH:28][N:29]([CH3:30])[CH3:31]>>[Cl:1][c:2]1[c:3](-[c:9]2[n:10]3[c:11]([o:12][c:13]2[CH3:14])[c:15]([Br:26])[c:16]([CH3:18])[n:17]3)[cH:4][cH:5][c:6]([Cl:8])[cH:7]1. Reactants: C(Cl)(Cl)Cl (chloroform), FC(C1=CC=C(C=C1)C1SCC(=C1O)C(=O)C)(F)F (2-(4-trifluoromethylphenyl)-3-hydroxy-4-methylcarbonyl-2,5-dihydrothiophene), C(Cl)(Cl)Cl (chloroform), S(=O)(=O)(Cl)Cl (sulfuryl chloride). Run in O (water). Reaction conditions: temperature -4 celsius, time 10 minute. Yields the product FC(C1=CC=C(C=C1)C=1SC=C(C1O)C(=O)C)(F)F (2-(4-Trifluoromethylphenyl)-3-hydroxy-4-methylcarbonyl thiophene). The yield is 74.3%. Reaction SMILES: C(Cl)(Cl)Cl.[F:5][C:6]([F:23])([F:22])[C:7]1[CH:12]=[CH:11][C:10]([CH:13]2[C:17]([OH:18])=[C:16]([C:19]([CH3:21])=[O:20])[CH2:15][S:14]2)=[CH:9][CH:8]=1.S(Cl)(Cl)(=O)=O>O>[F:22][C:6]([F:5])([F:23])[C:7]1[CH:8]=[CH:9][C:10]([C:13]2[S:14][CH:15]=[C:16]([C:19]([CH3:21])=[O:20])[C:17]=2[OH:18])=[CH:11][CH:12]=1. Procedure: A chloroform (223 mL) solution of 2-(4-trifluoromethylphenyl)-3-hydroxy-4-methylcarbonyl-2,5-dihydrothiophene (22.25 g, 69.46 mmol, purity: 90%) was cooled to −46° C., and to this solution, a chloroform (334 mL) solution of sulfuryl chloride (6.70 mL, 1.2 equivalent amounts) was dropwise added over a period of 10 minutes, followed by stirring at −4° C. for 10 minutes. The temperature of the solution was raised to 0° C., and water (45 mL) was dropwise added thereto over a period of 15 minutes, fo... The reactants are C(CC)Br (propyl bromide), C1(=CC=CC=C1)N1C(CC(NC2=C1C=C(C=C2)Cl)=O)=O (1-phenyl 8-chloro 1,2,4,5-tetrahydro 2,4-dioxo 3H-1,5-benzodiazepine), [I-] (iodide), CC[O-].[Na+] (sodium ethylate). The product is C1(=CC=CC=C1)N1C(CC(N(C2=C1C=C(C=C2)Cl)CCC)=O)=O (1-phenyl 5-propyl 8-chloro 1,2,4,5-tetrahydro 2,4-dioxo 3H-1,5-benzodiazepine). As a reaction SMILES: [CH2:1](Br)[CH2:2][CH3:3].[I-].CC[O-].[Na+].[C:10]1([N:16]2[C:22]3[CH:23]=[C:24]([Cl:27])[CH:25]=[CH:26][C:21]=3[NH:20][C:19](=[O:28])[CH2:18][C:17]2=[O:29])[CH:15]=[CH:14][CH:13]=[CH:12][CH:11]=1>>[C:10]1([N:16]2[C:22]3[CH:23]=[C:24]([Cl:27])[CH:25]=[CH:26][C:21]=3[N:20]([CH2:1][CH2:2][CH3:3])[C:19](=[O:28])[CH2:18][C:17]2=[O:29])[CH:15]=[CH:14][CH:13]=[CH:12][CH:11]=1 |f:2.3|. Reported procedure: In the same manner, by acting propyl bromide or iodide in the presence of sodium ethylate, starting from 1-phenyl 8-chloro 1,2,4,5-tetrahydro 2,4-dioxo 3H-1,5-benzodiazepine, there is obtained 1-phenyl 5-propyl 8-chloro 1,2,4,5-tetrahydro 2,4-dioxo 3H-1,5-benzodiazepine (R1 = H, R2 = Cl, R3 = C3H7, R4 = C6H5) melting at 192°-194° C. upon recrystallisation in ethanol. Reactants: OC(CN1N=C(CCC1=O)C1=CC=C(C=C1)Cl)C(C)C (2-(2-hydroxy-3-methylbutyl)-6-(p-chlorophenyl)-4,5-dihydro-3(2H)-pyridazinone). The reagents and catalysts are [O-2].[O-2].[O-2].[Cr+6] (chromium trioxide). Solvent: O (water), C(C)(=O)O (acetic acid). Product: CC(C(CN1N=C(CCC1=O)C1=CC=C(C=C1)Cl)=O)C (2-(3-methyl-2-oxobutyl)-6-(p-chlorophenyl)-4,5-dihydro-3(2H)-pyridazinone). As a reaction SMILES: [OH:1][CH:2]([CH:18]([CH3:20])[CH3:19])[CH2:3][N:4]1[C:9](=[O:10])[CH2:8][CH2:7][C:6]([C:11]2[CH:16]=[CH:15][C:14]([Cl:17])=[CH:13][CH:12]=2)=[N:5]1>C(O)(=O)C.O.[O-2].[O-2].[O-2].[Cr+6]>[CH3:19][CH:18]([CH3:20])[C:2](=[O:1])[CH2:3][N:4]1[C:9](=[O:10])[CH2:8][CH2:7][C:6]([C:11]2[CH:12]=[CH:13][C:14]([Cl:17])=[CH:15][CH:16]=2)=[N:5]1 |f:3.4.5.6|. Procedure: A solution of 7.0 grams (0.024 mol) of 2-(2-hydroxy-3-methylbutyl)-6-(p-chlorophenyl)-4,5-dihydro-3(2H)-pyridazinone in 2.4 milliliters of acetic acid is cooled with stirring in an icebath, and then over a period of about 5 minutes a solution of 2.2 grams (0.022 mol) of chromium trioxide in 45 milliliters of water is added. The reaction mixture is allowed to stir at room temperature for about 3 hours and then poured onto about 100 milliliters icewater. The mixture is extracted twice with 50 mill... The reactants are CCOC(=S)N(CC(C)C)CC(C)C, CCOS(=O)(=O)OCC. The product is CCSC(=O)N(CC(C)C)CC(C)C. As a reaction SMILES: [CH2:1]([CH:2]([CH3:3])[CH3:4])[N:5]([C:6]([O:7][CH2:8][CH3:9])=[S:10])[CH2:11][CH:12]([CH3:13])[CH3:14].[S:15]([O:16][CH2:17][CH3:18])([O:21][CH2:19][CH3:20])(=[O:22])=[O:23]>>[CH2:1]([CH:2]([CH3:3])[CH3:4])[N:5]([C:6]([S:7][CH2:19][CH3:20])=[O:10])[CH2:11][CH:12]([CH3:13])[CH3:14].